This data is from the Open Reaction Database (ORD), a public repository of structured organic reaction records. The task is: describe an organic reaction: reactants, conditions, products, and yield The reactants are COC(=O)C1=C(C2=CC=CC=C2C=C1)OCCOC1=CC=CC=C1 (1-(2-phenoxy-ethoxy)-naphthalene-2-carboxylic acid methyl ester), [OH-].[Na+] (sodium hydroxide), CO (methanol). Run in C1CCOC1 (THF). The product is O(C1=CC=CC=C1)CCOC1=C(C=CC2=CC=CC=C12)C(=O)O (1-(2-phenoxy-ethoxy)-naphthalene-2-carboxylic acid). The yield is 83.0%. As a reaction SMILES: C[O:2][C:3]([C:5]1[CH:14]=[CH:13][C:12]2[C:7](=[CH:8][CH:9]=[CH:10][CH:11]=2)[C:6]=1[O:15][CH2:16][CH2:17][O:18][C:19]1[CH:24]=[CH:23][CH:22]=[CH:21][CH:20]=1)=[O:4].[OH-].[Na+].CO>C1COCC1>[O:18]([CH2:17][CH2:16][O:15][C:6]1[C:7]2[C:12](=[CH:11][CH:10]=[CH:9][CH:8]=2)[CH:13]=[CH:14][C:5]=1[C:3]([OH:4])=[O:2])[C:19]1[CH:24]=[CH:23][CH:22]=[CH:21][CH:20]=1 |f:1.2|. Reported procedure: To 9.60 g of 1-(2-phenoxy-ethoxy)-naphthalene-2-carboxylic acid methyl ester in 105 ml of THF were added 30 ml of 2 M aqueous sodium hydroxide and 40 ml of methanol. After 3 h at reflux the organic solvents were removed in vacuo. The residue was treated with 2 M hydrochloric acid, and three times extracted with ethyl acetate. The combined organic layers were dried over magnesium sulphate, and concentrated and dried in vacuo to yield 7.62 g of 1-(2-phenoxy-ethoxy)-naphthalene-2-carboxylic acid.